This data is from the Open Reaction Database (ORD), a public repository of structured organic reaction records. The task is: describe an organic reaction: reactants, conditions, products, and yield The reactants are CCCCN(CCCC)C(=S)SC(=S)N(CCCC)CCCC (Pentex), N1C=NC=C1 (imidazole), C(=O)(N1C=NC=C1)N1C=NC=C1 (carbonyldiimidazole), Cl (HCl), NCCCCN1C(C(CC1=O)(C)CC)=O (N-(4-aminobutyl)2-ethyl-2-methylsuccinimide), Sephadex, C(C(CO)(CO)N)O (tris(hydroxymethyl)aminomethane), [OH-].[Na+] (sodium hydroxide), Cl (HCl). The solvent is O (water), CN(C)C=O (DMF), CN(C)C=O (DMF), C(C)N(CC)CC (triethylamine). Reaction conditions: time 15 minute. Product: CCC1(CC(=O)NC1=O)C (Ethosuximide). RXN SMILES: Cl.NCCCC[N:7]1[C:11](=[O:12])[CH2:10][C:9]([CH2:14][CH3:15])([CH3:13])[C:8]1=[O:16].C(N1C=CN=C1)(N1C=CN=C1)=O.N1C=CN=C1.CCCCN(C(SC(N(CCCC)CCCC)=S)=S)CCCC.[OH-].[Na+].C(O)C(N)(CO)CO>CN(C=O)C.O.C(N(CC)CC)C>[CH3:15][CH2:14][C:9]1([CH3:13])[C:8](=[O:16])[NH:7][C:11](=[O:12])[CH2:10]1 |f:5.6|. Procedure: To a slurry of 92.1 milligrams (mg) of the HCl salt of N-(4-aminobutyl)2-ethyl-2-methylsuccinimide in 0.6 mL of dry DMF at room temperature under argon was added 107 microliters (μL) of triethylamine. The suspension was stirred 15 min; then a solution of 180.2 mg of carbonyldiimidazole (CDI) in 0.6 mL of DMF was added via syringe in one portion. The resulting suspension was stirred at room temperature for 50 min to complete formation of the imidazole. It was then added dropwise, over 8 min, to a... Reactants: O=C(Cl)C(=O)Cl, ClCCl, O=C(O)C(F)(F)c1ccc(F)cc1, CN(C)C=O. The product is O=C(Cl)C(F)(F)c1ccc(F)cc1. RXN SMILES: [Cl:14][C:15]([C:16]([Cl:17])=[O:18])=[O:19].[Cl:25][CH2:26][Cl:27].[F:1][C:2]([C:3](=[O:4])[OH:5])([c:6]1[cH:7][cH:8][c:9]([F:12])[cH:10][cH:11]1)[F:13].[O:20]=[CH:21][N:22]([CH3:23])[CH3:24]>>[F:1][C:2]([C:3](=[O:4])[Cl:14])([c:6]1[cH:7][cH:8][c:9]([F:12])[cH:10][cH:11]1)[F:13]. Yields the product C(C)(C)C1C(N=C(S1)NC1=C(C=CC=C1)C(C)C)=O (5-isopropyl-2-[(2-isopropylphenyl)amino]-1,3-thiazol-4(5H)-one). Procedure: Synthesis was performed from N-(2-isopropylphenyl)thiourea and 2-bromo-3-methylbutyric acid according to Method C1. Reaction SMILES: [CH:1]([C:4]1[CH:9]=[CH:8][CH:7]=[CH:6][C:5]=1[NH:10][C:11]([NH2:13])=[S:12])([CH3:3])[CH3:2].Br[CH:15]([CH:19]([CH3:21])[CH3:20])[C:16](O)=[O:17]>>[CH:19]([CH:15]1[S:12][C:11]([NH:10][C:5]2[CH:6]=[CH:7][CH:8]=[CH:9][C:4]=2[CH:1]([CH3:3])[CH3:2])=[N:13][C:16]1=[O:17])([CH3:21])[CH3:20]. Reactants: C(C)(C)C1=C(C=CC=C1)NC(=S)N (N-(2-isopropylphenyl)thiourea), BrC(C(=O)O)C(C)C (2-bromo-3-methylbutyric acid). Reactants: C=1(C(=CC=CC1)C)C (xylene), C(C)(C)(C)C1=C(C=C(C=C1)CCC(CC1CCCCC1)O)NC(CC1C2=CC=CC=C2OC=2C=CC=CC12)=O (N-[2-t-Butyl-5-(4-cyclohexyl-3-hydroxybutyl)phenyl]-2-(9H-xanthen-9-yl)acetamide), C1(CCC(=O)O1)=O (succinic anhydride), N1=CC=CC=C1 (pyridine). Reagents/catalysts: CN(C)C1=CC=NC=C1 (4-(N,N-dimethylamino)pyridine). The solvent is C(C)OCC (diethyl ether). Conditions: temperature 125 celsius, time 9 hour. Yields the product C(CCC(=O)O)(=O)OC(CC1CCCCC1)CCC1=CC(=C(C=C1)C(C)(C)C)NC(CC1C2=CC=CC=C2OC=2C=CC=CC12)=O (1-(2-{4-t-Butyl-3-[2-(9H-xanthen-9-yl)acetamido]phenyl}ethyl)-2-cyclohexylethyl hydrogen succinate). The yield is 83.3%. As a reaction SMILES: C1(C)C(C)=CC=CC=1.[C:9]([C:13]1[CH:18]=[CH:17][C:16]([CH2:19][CH2:20][CH:21]([OH:29])[CH2:22][CH:23]2[CH2:28][CH2:27][CH2:26][CH2:25][CH2:24]2)=[CH:15][C:14]=1[NH:30][C:31](=[O:47])[CH2:32][CH:33]1[C:46]2[CH:45]=[CH:44][CH:43]=[CH:42][C:41]=2[O:40][C:39]2[C:34]1=[CH:35][CH:36]=[CH:37][CH:38]=2)([CH3:12])([CH3:11])[CH3:10].[C:48]1(=[O:54])[O:53][C:51](=[O:52])[CH2:50][CH2:49]1.N1C=CC=CC=1>CN(C1C=CN=CC=1)C.C(OCC)C>[C:48]([O:29][CH:21]([CH2:20][CH2:19][C:16]1[CH:17]=[CH:18][C:13]([C:9]([CH3:12])([CH3:10])[CH3:11])=[C:14]([NH:30][C:31](=[O:47])[CH2:32][CH:33]2[C:34]3[CH:35]=[CH:36][CH:37]=[CH:38][C:39]=3[O:40][C:41]3[C:46]2=[CH:45][CH:44]=[CH:43][CH:42]=3)[CH:15]=1)[CH2:22][CH:23]1[CH2:24][CH2:25][CH2:26][CH2:27][CH2:28]1)(=[O:54])[CH2:49][CH2:50][C:51]([OH:53])=[O:52]. Procedure: 5 ml of a xylene solution containing 74 mg (0.14 mmol) of N-[2-t-butyl-5-(4-cyclohexyl-3-hydroxybutyl)phenyl]-2-(9H-xanthen-9-yl)acetamide (prepared as described in Example 12), 15 mg (0.15 mmol) of succinic anhydride, 18 mg (0.15 mmol) of 4-(N,N-dimethylamino)pyridine and 112 mg (1.41 mmol) of pyridine were stirred for 9 hours at 125° C. At the end of this time, the reaction mixture was allowed to return to room temperature. The reaction solution was then diluted with diethyl ether, and washed ... Reactants: [H-].[Al+3].[Li+].[H-].[H-].[H-] (lithium aluminum hydride), C1CCOC1 (THF), [OH-].[Na+] (sodium hydroxide), O=C1C[C@@H]([C@H](CN1)C(=O)OC)C1=CC=CC=C1 (methyl rel-(3R,4S)-6-oxo-4-phenylpiperidine-3-carboxylate). Solvent: C1(=CC=CC=C1)C (toluene), O (water), O (water). Run at temperature 75 celsius, time 35 hour. Product: C1(=CC=CC=C1)[C@@H]1[C@H](CNCC1)CO (rel-[(3R,4S)-4-phenylpiperidin-3-yl]methanol). Isolated yield 84.6%. RXN SMILES: [H-].[Al+3].[Li+].[H-].[H-].[H-].C1COCC1.O=[C:13]1[NH:18][CH2:17][C@H:16]([C:19](OC)=[O:20])[C@@H:15]([C:23]2[CH:28]=[CH:27][CH:26]=[CH:25][CH:24]=2)[CH2:14]1.[OH-].[Na+]>C1(C)C=CC=CC=1.O>[C:23]1([C@H:15]2[CH2:14][CH2:13][NH:18][CH2:17][C@@H:16]2[CH2:19][OH:20])[CH:24]=[CH:25][CH:26]=[CH:27][CH:28]=1 |f:0.1.2.3.4.5,8.9|. Reported procedure: To a suspension of 1.8 g of lithium aluminum hydride in 40 mL of toluene—40 mL of THF was added 6.3 g of methyl rel-(3R,4S)-6-oxo-4-phenylpiperidine-3-carboxylate at room temperature. The reaction mixture was stirred at 75° C. for 35 hours. After completion of the reaction, it was cooled to room temperature, and 1.0 mL of water, 1.0 mL of a 1 M aqueous sodium hydroxide solution, and 1.0 mL of water added thereto in this order, followed by stirring for 10 minutes. This mixture was dried over anhy... Reactants: [OH-].[Na+] (sodium hydroxide), C([C@@H](O)CC(=O)O)(=O)O.C[C@H](C1=CC=C(C=C1)O)N ((R)-α-methyl-p-hydroxybenzylamine L-malate), [Cl-].[Na+] (sodium chloride). Reaction conditions: time 15 hour. Product: C[C@H](C1=CC=C(C=C1)O)N ((R)-α-Methyl-p-hydroxybenzylamine). Isolated yield 85.0%. RXN SMILES: [OH-].[Na+].C(O)(=O)[C@H](CC(O)=O)O.[CH3:12][C@@H:13]([NH2:21])[C:14]1[CH:19]=[CH:18][C:17]([OH:20])=[CH:16][CH:15]=1.[Cl-].[Na+]>>[CH3:12][C@@H:13]([NH2:21])[C:14]1[CH:19]=[CH:18][C:17]([OH:20])=[CH:16][CH:15]=1 |f:0.1,2.3,4.5|. Reported procedure: 277 ml of a cooled 20% w/v aqueous solution of sodium hydroxide were added dropwise to 75.2 g (0.277 mole) of (R)-α-methyl-p-hydroxybenzylamine L-malate [obtained as described in step (c) above], and then the mixture was stirred at a temperature between 2° and 5° C. for 15 hours. At the end of this time, 60 g of sodium chloride were added, and the whole mixture was stirred at a temperature between 2° and 5° C. for a further 15 minutes. The crystals which precipitated were collected by filtration...